This data is from the Open Reaction Database (ORD), a public repository of structured organic reaction records. The task is: describe an organic reaction: reactants, conditions, products, and yield Starting materials: C1CCOC1, O=C(OCc1ccccc1)N1CCC(Nc2ccccc2[N+](=O)[O-])CC1. Yields the product Nc1ccccc1NC1CCN(C(=O)OCc2ccccc2)CC1. RXN SMILES: [CH2:27]1[O:28][CH2:29][CH2:30][CH2:31]1.[N+:1]([O-:2])(=[O:3])[c:4]1[c:5]([NH:6][CH:7]2[CH2:8][CH2:9][N:10]([C:13](=[O:14])[O:15][CH2:16][c:17]3[cH:18][cH:19][cH:20][cH:21][cH:22]3)[CH2:11][CH2:12]2)[cH:23][cH:24][cH:25][cH:26]1>>[NH2:1][c:4]1[c:5]([NH:6][CH:7]2[CH2:8][CH2:9][N:10]([C:13](=[O:14])[O:15][CH2:16][c:17]3[cH:18][cH:19][cH:20][cH:21][cH:22]3)[CH2:11][CH2:12]2)[cH:23][cH:24][cH:25][cH:26]1.